Dataset: the Open Reaction Database (ORD), a public repository of structured organic reaction records. Task: describe an organic reaction: reactants, conditions, products, and yield Product: COC=1C=C2C=CC(=CC2=CC1)C(CC(C1=CC=CC=C1)C(C(=O)OCC)C(=O)OCC)=O (diethyl 2-[3-(6-methoxy-2-naphthalenyl)-3-oxo-1-phenylpropyl]malonate). Procedure details: By a procedure similar to that of example 1.59.2, starting from 1-(6-methoxy-2-naphthalenyl)-3-phenylprop-2-en-1-one and diethyl malonate, diethyl 2-[3-(6-methoxy-2-naphthalenyl)-3-oxo-1-phenylpropyl]malonate was obtained as beige coloured solid. The reactants are COC=1C=C2C=CC(=CC2=CC1)C(C=CC1=CC=CC=C1)=O (1-(6-methoxy-2-naphthalenyl)-3-phenylprop-2-en-1-one), C(CC(=O)OCC)(=O)OCC (diethyl malonate). As a reaction SMILES: [CH3:1][O:2][C:3]1[CH:4]=[C:5]2[C:10](=[CH:11][CH:12]=1)[CH:9]=[C:8]([C:13](=[O:22])[CH:14]=[CH:15][C:16]1[CH:21]=[CH:20][CH:19]=[CH:18][CH:17]=1)[CH:7]=[CH:6]2.[C:23]([O:31][CH2:32][CH3:33])(=[O:30])[CH2:24][C:25]([O:27][CH2:28][CH3:29])=[O:26]>>[CH3:1][O:2][C:3]1[CH:4]=[C:5]2[C:10](=[CH:11][CH:12]=1)[CH:9]=[C:8]([C:13](=[O:22])[CH2:14][CH:15]([CH:24]([C:25]([O:27][CH2:28][CH3:29])=[O:26])[C:23]([O:31][CH2:32][CH3:33])=[O:30])[C:16]1[CH:21]=[CH:20][CH:19]=[CH:18][CH:17]=1)[CH:7]=[CH:6]2. The reactants are C(C1=CC=CC=C1)N1C(=CC(=C1C)I)C(=O)N (1-benzyl-4-iodo-5-methyl-1H-pyrrole-2-carboxamide), C(C(=O)Cl)(=O)Cl (oxalyl chloride). Solvent: CN(C=O)C (N,N-dimethylformamide), N1=CC=CC=C1 (pyridine), C(C)(=O)OCC (ethyl acetate). Reaction conditions: time 30 minute. Product: C(C1=CC=CC=C1)N1C(=CC(=C1C)I)C#N (1-benzyl-4-iodo-5-methyl-1H-pyrrole-2-carbonitrile). RXN SMILES: [CH2:1]([N:8]1[C:12]([CH3:13])=[C:11]([I:14])[CH:10]=[C:9]1[C:15]([NH2:17])=O)[C:2]1[CH:7]=[CH:6][CH:5]=[CH:4][CH:3]=1.C(Cl)(=O)C(Cl)=O>CN(C)C=O.N1C=CC=CC=1.C(OCC)(=O)C>[CH2:1]([N:8]1[C:12]([CH3:13])=[C:11]([I:14])[CH:10]=[C:9]1[C:15]#[N:17])[C:2]1[CH:3]=[CH:4][CH:5]=[CH:6][CH:7]=1. Reported procedure: To a solution of EXAMPLE 129B (400 mg) in N,N-dimethylformamide (6 mL) and pyridine (0.6 mL) at 0° C. was added dropwise oxalyl chloride (0.31 mL). The mixture was stirred at room temperature for 30 minutes, diluted with ethyl acetate and washed with saturated NaHCO3 and water extensively. The organic layer was dried over Na2SO4, filtered, and concentrated. The residue was purified by flash chromatography, and eluted with dichloromethane to provide the title compound. Starting materials: ClCCCl, CCN(C(C)C)C(C)C, O=C(O)CCNc1ccc(Cl)cc1, ClCCl, O=C(O)C(F)(F)F, CS(=O)(=O)Nc1ccccc1N1CCN(C(=O)C(N)Cc2ccc(Cl)cc2)CC1. The product is CS(=O)(=O)Nc1ccccc1N1CCN(C(=O)C(Cc2ccc(Cl)cc2)NC(=O)CCNc2ccc(Cl)cc2)CC1. Reaction SMILES: [CH2:59]([Cl:60])[CH2:61][Cl:62].[CH:37]([N:38]([CH2:39][CH3:40])[CH:41]([CH3:42])[CH3:43])([CH3:44])[CH3:45].[Cl:46][c:47]1[cH:48][cH:49][c:50]([NH:51][CH2:52][CH2:53][C:54](=[O:55])[OH:56])[cH:57][cH:58]1.[Cl:63][CH2:64][Cl:65].[F:30][C:31]([F:32])([F:33])[C:34]([OH:35])=[O:36].[NH2:1][CH:2]([C:3](=[O:4])[N:5]1[CH2:6][CH2:7][N:8]([c:11]2[c:12]([NH:17][S:18](=[O:19])(=[O:20])[CH3:21])[cH:13][cH:14][cH:15][cH:16]2)[CH2:9][CH2:10]1)[CH2:22][c:23]1[cH:24][cH:25][c:26]([Cl:29])[cH:27][cH:28]1>>[NH:1]([CH:2]([C:3](=[O:4])[N:5]1[CH2:6][CH2:7][N:8]([c:11]2[c:12]([NH:17][S:18](=[O:19])(=[O:20])[CH3:21])[cH:13][cH:14][cH:15][cH:16]2)[CH2:9][CH2:10]1)[CH2:22][c:23]1[cH:24][cH:25][c:26]([Cl:29])[cH:27][cH:28]1)[C:54]([CH2:53][CH2:52][NH:51][c:50]1[cH:49][cH:48][c:47]([Cl:46])[cH:58][cH:57]1)=[O:55]. Starting materials: CC1(C)OC(=O)CC(=O)O1, O=C(Cl)C1CC1, ClCCl, c1ccncc1. The product is CC1(C)OC(=O)C(C(=O)C2CC2)C(=O)O1. RXN SMILES: [CH3:1][C:2]1([CH3:10])[O:3][C:4](=[O:9])[CH2:5][C:6](=[O:8])[O:7]1.[CH:17]1([C:20](=[O:21])[Cl:22])[CH2:18][CH2:19]1.[Cl:23][CH2:24][Cl:25].[cH:11]1[cH:12][cH:13][n:14][cH:15][cH:16]1>>[CH3:1][C:2]1([CH3:10])[O:3][C:4](=[O:9])[CH:5]([C:20]([CH:17]2[CH2:18][CH2:19]2)=[O:21])[C:6](=[O:8])[O:7]1. Reactants: CN(C=O)C (N,N-Dimethylformamide), BrC=1C=CC(=NC1)NCC1=CC=C(C=C1)Cl ((5-bromo-pyridin-2-yl)-(4-chloro-benzyl)-amine), C(C)(C)(C)[Li] (tert-butyllithium), C(C)(C)(C)[Li] (tert-butyllithium), [Cl-].[NH4+] (ammonium chloride). Solvent: O1CCCC1 (tetrahydrofuran). Run at temperature -78 celsius, time 1.5 hour. Product: ClC1=CC=C(CNC2=CC=C(C=N2)C=O)C=C1 (6-(4-chloro-benzylamino)-pyridine-3-carbaldehyde). RXN SMILES: Br[C:2]1[CH:3]=[CH:4][C:5]([NH:8][CH2:9][C:10]2[CH:15]=[CH:14][C:13]([Cl:16])=[CH:12][CH:11]=2)=[N:6][CH:7]=1.C([Li])(C)(C)C.CN(C)[CH:24]=[O:25].[Cl-].[NH4+]>O1CCCC1>[Cl:16][C:13]1[CH:14]=[CH:15][C:10]([CH2:9][NH:8][C:5]2[N:6]=[CH:7][C:2]([CH:24]=[O:25])=[CH:3][CH:4]=2)=[CH:11][CH:12]=1 |f:3.4|. Procedure details: (5-Bromo-pyridin-2-yl)-(4-chloro-benzyl)-amine (11, 3.81 g, 13 mmol) was dissolved in 150 mL of tetrahydrofuran at −78° C. under an atmosphere of nitrogen and tert-butyllithium (7.6 mL, 1.7 M in hexane) was added dropwise. After 30 minutes additional tert-butyllithium (16 mL, 1.7 M in hexane) was added dropwise and the reaction was stirred for 1.5 hours at −78° C. N,N-Dimethylformamide (2.4 mL, 31 mmol) was added and the mixture was stirred for 1.5 hours at −78° C., then allowed to warm up to ro... Reactants: C1(=CC=CC=C1)P(C1=CC=CC=C1)C1=CC=CC=C1 (triphenylphosphine), N1=C(C=CC=C1C)C (2,6-lutidine), [I-].[Na+] (sodium iodide), [Si](C)(C)(C(C)(C)C)O[C@H](C)[C@H]1C(N([C@@H]1CC(\C=C/OC)=O)C(C(=O)OCC1=CC=C(C=C1)[N+](=O)[O-])O)=O (4-nitrobenzyl 2-[(3S ,4R)-3-[(1R)-1(tert-butyldimethylsilyloxy)-ethyl]-4-[(4Z)-methoxy-2-oxobut-3-en-1-yl]-2-azetidinon-1-yl]-2-hydroxyacetate), N1=C(C=CC=C1C)C (2,6-lutidine), S(=O)(Cl)Cl (thionylchloride). Run in C1CCOC1 (THF). Reaction conditions: time 30 minute. Product: title compound, [Si](C)(C)(C(C)(C)C)O[C@H](C)[C@H]1C(N([C@@H]1CC(\C=C/OC)=O)C(C(=O)OCC1=CC=C(C=C1)[N+](=O)[O-])=P(C1=CC=CC=C1)(C1=CC=CC=C1)C1=CC=CC=C1)=O (4-nitrobenzyl 2-[(3S,4R)-3[(1R)-1-(tert-butyldimethylsilyloxy)ethyl]-4-[(4Z)-methoxy-2-oxobut-3-en-1-yl]-2-azetidinon-1-yl]-2-(triphenylphosphoranylidene)acetate). The yield is 60.8%. RXN SMILES: [Si:1]([O:8][C@@H:9]([C@@H:11]1[C@@H:14]([CH2:15][C:16](=[O:21])/[CH:17]=[CH:18]\[O:19][CH3:20])[N:13]([CH:22](O)[C:23]([O:25][CH2:26][C:27]2[CH:32]=[CH:31][C:30]([N+:33]([O-:35])=[O:34])=[CH:29][CH:28]=2)=[O:24])[C:12]1=[O:37])[CH3:10])([C:4]([CH3:7])([CH3:6])[CH3:5])([CH3:3])[CH3:2].N1C(C)=CC=CC=1C.S(Cl)(Cl)=O.[C:50]1([P:56]([C:63]2[CH:68]=[CH:67][CH:66]=[CH:65][CH:64]=2)[C:57]2[CH:62]=[CH:61][CH:60]=[CH:59][CH:58]=2)[CH:55]=[CH:54][CH:53]=[CH:52][CH:51]=1.[I-].[Na+]>C1COCC1>[Si:1]([O:8][C@@H:9]([C@@H:11]1[C@@H:14]([CH2:15][C:16](=[O:21])/[CH:17]=[CH:18]\[O:19][CH3:20])[N:13]([C:22](=[P:56]([C:57]2[CH:58]=[CH:59][CH:60]=[CH:61][CH:62]=2)([C:63]2[CH:68]=[CH:67][CH:66]=[CH:65][CH:64]=2)[C:50]2[CH:51]=[CH:52][CH:53]=[CH:54][CH:55]=2)[C:23]([O:25][CH2:26][C:27]2[CH:28]=[CH:29][C:30]([N+:33]([O-:35])=[O:34])=[CH:31][CH:32]=2)=[O:24])[C:12]1=[O:37])[CH3:10])([C:4]([CH3:5])([CH3:6])[CH3:7])([CH3:3])[CH3:2] |f:4.5|. Procedure details: To a solution of 4-nitrobenzyl 2-[(3S ,4R)-3-[(1R)-1(tert-butyldimethylsilyloxy)-ethyl]-4-[(4Z)-methoxy-2-oxobut-3-en-1-yl]-2-azetidinon-1-yl]-2-hydroxyacetate (8.49 g, 15.8 mmol) in THF (300 ml) at -20° C. was added successively 2,6-lutidine (5.5 ml, 47.5 mmol) and thionylchloride (1.7 ml, 24 mmol). The cooling bath was removed and the reaction mixture stirred at ambient temperature for 30 minutes. The mixture was filtered, the solvent evaporated, the residue redissolved in toluene, the solutio... Procedure: By the reaction and treatment in the same manner as in Example 6 using benzo[b]thiophene-2-carboxylic acid (0.7 g) and 5-amino-2-(1-benzylpiperidine-4-yloxy)benzonitrile (1.2 g), the title compound (0.6 g) was obtained. melting point: 206° C. Yield: 32.9%. The reactants are S1C2=C(C=C1C(=O)O)C=CC=C2 (benzo[b]thiophene-2-carboxylic acid), NC=1C=CC(=C(C#N)C1)OC1CCN(CC1)CC1=CC=CC=C1 (5-amino-2-(1-benzylpiperidine-4-yloxy)benzonitrile). As a reaction SMILES: [S:1]1[C:5]([C:6]([OH:8])=O)=[CH:4][C:3]2[CH:9]=[CH:10][CH:11]=[CH:12][C:2]1=2.[NH2:13][C:14]1[CH:15]=[CH:16][C:17]([O:22][CH:23]2[CH2:28][CH2:27][N:26]([CH2:29][C:30]3[CH:35]=[CH:34][CH:33]=[CH:32][CH:31]=3)[CH2:25][CH2:24]2)=[C:18]([CH:21]=1)[C:19]#[N:20]>>[CH2:29]([N:26]1[CH2:25][CH2:24][CH:23]([O:22][C:17]2[CH:16]=[CH:15][C:14]([NH:13][C:6]([C:5]3[S:1][C:2]4[CH:12]=[CH:11][CH:10]=[CH:9][C:3]=4[CH:4]=3)=[O:8])=[CH:21][C:18]=2[C:19]#[N:20])[CH2:28][CH2:27]1)[C:30]1[CH:35]=[CH:34][CH:33]=[CH:32][CH:31]=1. The product is C(C1=CC=CC=C1)N1CCC(CC1)OC1=C(C=C(C=C1)NC(=O)C1=CC2=C(S1)C=CC=C2)C#N (N-[4-(1-benzylpiperidin-4-yloxy)-3-cyanophenyl]benzo[b]thiophene-2-carboxamide). The reactants are [OH-].[Na+] (Sodium hydroxide), BrC1C(C2=C(C(C3=C1C=CC=C3)=O)C=CC=C2)Br (10,11-Dibromo-10,11-dihydro-dibenzo[a,d]cyclohepten-5-one). Solvent: CO (methanol). Reaction conditions: temperature 70 celsius, time 6 hour. Product: BrC1=CC2=C(C(C3=C1C=CC=C3)=O)C=CC=C2 (10-Bromo-dibenzo[a,d]cyclohepten-5-one). Isolated yield 92.4%. As a reaction SMILES: [OH-].[Na+].[Br:3][CH:4]1[C:10]2[CH:11]=[CH:12][CH:13]=[CH:14][C:9]=2[C:8](=[O:15])[C:7]2[CH:16]=[CH:17][CH:18]=[CH:19][C:6]=2[CH:5]1Br>CO>[Br:3][C:4]1[C:10]2[CH:11]=[CH:12][CH:13]=[CH:14][C:9]=2[C:8](=[O:15])[C:7]2[CH:16]=[CH:17][CH:18]=[CH:19][C:6]=2[CH:5]=1 |f:0.1|. Procedure details: Sodium hydroxide (51.5 g, 1.29 mmol) was added to a stirring slurry of 10,11-dibromo-10,11-dihydro-dibenzo[a,d]cyclohepten-5-one (2) (157.0 g, 428.9 mmol) in 1.8 L of methanol and the resulting mixture was heated to 70° C. under nitrogen. LC/MS analysis after six hours revealed consumption of the starting material. The slurry was allowed to cool to room temperature and the solid was collected by vacuum filtration, washed with a small amount of methanol, and dried under vacuum to afford 113 g (92... The reactants are CCOc1ccccc1N1CCNCC1, COc1cc(OC)c2c(C)c(CCCl)c(=O)oc2c1. Product: CCOc1ccccc1N1CCN(CCc2c(C)c3c(OC)cc(OC)cc3oc2=O)CC1. Reaction SMILES: [CH2:20]([CH3:21])[O:22][c:23]1[c:24]([N:29]2[CH2:30][CH2:31][NH:32][CH2:33][CH2:34]2)[cH:25][cH:26][cH:27][cH:28]1.[Cl:1][CH2:2][CH2:3][c:4]1[c:5](=[O:19])[o:6][c:7]2[c:8]([c:9]1[CH3:10])[c:11]([O:17][CH3:18])[cH:12][c:13]([O:15][CH3:16])[cH:14]2>>[CH2:2]([CH2:3][c:4]1[c:5](=[O:19])[o:6][c:7]2[c:8]([c:9]1[CH3:10])[c:11]([O:17][CH3:18])[cH:12][c:13]([O:15][CH3:16])[cH:14]2)[N:32]1[CH2:31][CH2:30][N:29]([c:24]2[c:23]([O:22][CH2:20][CH3:21])[cH:28][cH:27][cH:26][cH:25]2)[CH2:34][CH2:33]1.